The task is: describe an organic reaction: reactants, conditions, products, and yield. This data is from the Open Reaction Database (ORD), a public repository of structured organic reaction records. Reactants: C1N(CCC2=CC=CC=C12)C(=O)Cl (3,4-dihydro-1H-isoquinoline-2-carbonyl chloride), C(C)OC(CCCNC(=O)C1CCCCC1)OCC (cyclohexanecarboxylic acid (4,4-diethoxy-butyl)-amide). Product: C(C)OC(CCCNC(=O)N1CC2=CC=CC=C2CC1)OCC (3,4-Dihydro-1H-isoquinoline-2-carboxylic acid (4,4-diethoxy-butyl)-amide). RXN SMILES: [CH2:1]1[C:10]2[C:5](=[CH:6][CH:7]=[CH:8][CH:9]=2)[CH2:4][CH2:3][N:2]1[C:11](Cl)=[O:12].[CH2:14]([O:16][CH:17]([O:30][CH2:31][CH3:32])[CH2:18][CH2:19][CH2:20][NH:21]C(C1CCCCC1)=O)[CH3:15]>>[CH2:31]([O:30][CH:17]([O:16][CH2:14][CH3:15])[CH2:18][CH2:19][CH2:20][NH:21][C:11]([N:2]1[CH2:3][CH2:4][C:5]2[C:10](=[CH:9][CH:8]=[CH:7][CH:6]=2)[CH2:1]1)=[O:12])[CH3:32]. Procedure: 3,4-Dihydro-1H-isoquinoline-2-carboxylic acid (4,4-diethoxy-butyl)-amide (24B) is prepared from 24A as described for 20A.